Task: describe an organic reaction: reactants, conditions, products, and yield. Dataset: the Open Reaction Database (ORD), a public repository of structured organic reaction records The reactants are O=C([O-])[O-], CC#N, O=C[O-], CI, [K+], [K+], [Na+], N#Cc1cncc(C#Cc2ccc(F)c(O)c2)c1. Yields the product COc1cc(C#Cc2cncc(C#N)c2)ccc1F. As a reaction SMILES: [C:21](=[O:22])([O-:23])[O-:24].[CH3:27][C:28]#[N:29].[CH:30]([O-:31])=[O:32].[I:19][CH3:20].[K+:25].[K+:26].[Na+:33].[OH:1][c:2]1[cH:3][c:4]([C:9]#[C:10][c:11]2[cH:12][n:13][cH:14][c:15]([C:16]#[N:17])[cH:18]2)[cH:5][cH:6][c:7]1[F:8]>>[O:1]([c:2]1[cH:3][c:4]([C:9]#[C:10][c:11]2[cH:12][n:13][cH:14][c:15]([C:16]#[N:17])[cH:18]2)[cH:5][cH:6][c:7]1[F:8])[CH3:21]. The product is NS(=O)(=O)c1ccc(NC2CC2)c(C(=O)O)c1. Reaction SMILES: [CH:15]1([NH2:18])[CH2:16][CH2:17]1.[F:1][c:2]1[c:3]([C:4](=[O:5])[OH:6])[cH:7][c:8]([S:11]([NH2:12])(=[O:13])=[O:14])[cH:9][cH:10]1>>[c:2]1([NH:18][CH:15]2[CH2:16][CH2:17]2)[c:3]([C:4](=[O:5])[OH:6])[cH:7][c:8]([S:11]([NH2:12])(=[O:13])=[O:14])[cH:9][cH:10]1. Reactants: NC1CC1, NS(=O)(=O)c1ccc(F)c(C(=O)O)c1.